From a dataset of the Open Reaction Database (ORD), a public repository of structured organic reaction records. describe an organic reaction: reactants, conditions, products, and yield Reactants: COC(C1=CC(=C(C=C1)NCC)N)=O (3-amino-4-ethylamino-benzoic acid methyl ester), NC=1SC2=C(N1)C=CC(=C2)OC(F)(F)F (2-amino-6-(trifluoromethoxy)benzothiazole), C(=S)(N1C=NC=C1)N1C=NC=C1 (1,1′-thiocarbonyldiimidazole). Run in C(CCl)Cl (EDC). Product: COC(=O)C1=CC2=C(N(C(=N2)NC=2SC3=C(N2)C=CC(=C3)OC(F)(F)F)CC)C=C1 (1-Ethyl-2-(6-trifluoromethoxy-benzothiazol-2-ylamino)-1H-benzoimidazole-5-carboxylic acid methyl ester). The yield is 54.9%. RXN SMILES: [CH3:1][O:2][C:3](=[O:14])[C:4]1[CH:9]=[CH:8][C:7]([NH:10][CH2:11][CH3:12])=[C:6]([NH2:13])[CH:5]=1.[NH2:15][C:16]1[S:17][C:18]2[CH:24]=[C:23]([O:25][C:26]([F:29])([F:28])[F:27])[CH:22]=[CH:21][C:19]=2[N:20]=1.[C:30](N1C=CN=C1)(N1C=CN=C1)=S>C(Cl)CCl>[CH3:1][O:2][C:3]([C:4]1[CH:9]=[CH:8][C:7]2[N:10]([CH2:11][CH3:12])[C:30]([NH:15][C:16]3[S:17][C:18]4[CH:24]=[C:23]([O:25][C:26]([F:29])([F:27])[F:28])[CH:22]=[CH:21][C:19]=4[N:20]=3)=[N:13][C:6]=2[CH:5]=1)=[O:14]. Procedure: 1-Ethyl-2-(6-trifluoromethoxy-benzothiazol-2-ylamino)-1H-benzoimidazole-5-carboxylic acid methyl ester (3.70 g) was prepared by following General Procedure D starting from 3-amino-4-ethylamino-benzoic acid methyl ester (3.0 g), 2-amino-6-(trifluoromethoxy)benzothiazole (4.4 g), 1,1′-thiocarbonyldiimidazole (3.5 g), and EDC (3.6 g). LCMS: m/z 438; and 1H NMR (DMSO-d6, 400 MHz): δ 8.25 and 8.05 (0.59 and 0.53, 1H, m), 7.93 (2H, m), 7.75 (1H, m), 7.59 (1H, m), 7.38-7.37 (1H, m), 4.25-4.23 (2H, m), ... The reactants are N[C@@H](CCCNC(N)=N)C(=O)O (L-arginine), C([C@@H](O)CC(=O)O)(=O)O (L-malic acid). Run at time 8 hour. The product is C([C@@H](O)CC(=O)O)(=O)O.N[C@@H](CCCNC(N)=N)C(=O)O (L-arginine L-malate). Isolated yield 55.8%. As a reaction SMILES: [NH2:1][C@H:2]([C:10]([OH:12])=[O:11])[CH2:3][CH2:4][CH2:5][NH:6][C:7](=[NH:9])[NH2:8].[C:13]([OH:21])(=[O:20])[C@H:14]([CH2:16][C:17]([OH:19])=[O:18])[OH:15]>>[C:13]([OH:21])(=[O:20])[C@H:14]([CH2:16][C:17]([OH:19])=[O:18])[OH:15].[NH2:1][C@H:2]([C:10]([OH:12])=[O:11])[CH2:3][CH2:4][CH2:5][NH:6][C:7](=[NH:8])[NH2:9] |f:2.3|. Reported procedure: To an aqueous solution of free L-arginine (content of L-arginine: 0.05 mole) is added L-malic acid (3.35 g, 1/2 mole per 1 mole of L-arginine) (pH value of the reaction mixture: 7.0). The resulting reaction mixture is concentrated under reduced pressure until the total amount of the mixture becomes 15.2 g, (while the concentrated mixture is allowed to stand at room temperature overnight, no crystal precipitates). To the solution is added methanol (4 ml) and further is added seed crystals of neut... The reactants are Nc1c(O)c(Br)cc(Br)c1C(=O)O, [BH3-]C#N, CO, CC(=O)O, [Na+], [Na+], [Na+], O=S(=O)([O-])[O-], O=Cc1cccs1. Yields the product O=C(O)c1c(Br)cc(Br)c(O)c1NCc1cccs1. RXN SMILES: [Br:8][c:9]1[c:10]([OH:20])[c:11]([NH2:19])[c:12]([C:13](=[O:14])[OH:15])[c:16]([Br:18])[cH:17]1.[C:28]([BH3-:29])#[N:30].[CH3:32][OH:33].[CH3:34][C:35](=[O:36])[OH:37].[Na+:21].[Na+:22].[Na+:31].[O-:23][S:24]([O-:25])(=[O:26])=[O:27].[s:1]1[c:2]([CH:6]=[O:7])[cH:3][cH:4][cH:5]1>>[s:1]1[c:2]([CH2:6][NH:19][c:11]2[c:10]([OH:20])[c:9]([Br:8])[cH:17][c:16]([Br:18])[c:12]2[C:13](=[O:14])[OH:15])[cH:3][cH:4][cH:5]1.